Dataset: the Open Reaction Database (ORD), a public repository of structured organic reaction records. Task: describe an organic reaction: reactants, conditions, products, and yield Starting materials: CN1N=C(C=C1)NC(=O)C1=CC2=C(CC(O2)(C)C)C(=C1)O (4-hydroxy-2,2-dimethyl-2,3-dihydro-benzofuran-6-carboxylic acid (1-methyl-1H-pyrazol-3-yl)-amide), COC(=O)C=1C=C(C=C2C1CC(O2)C)OC2=CC=C(C=C2)S(=O)(=O)C (6-(4-methanesulfonyl-phenoxy)-2-methyl-2,3-dihydro-benzofuran-4-carboxylic acid methyl ester), FC=1C=C(C#N)C=CC1F (3,4-difluorobenzonitrile). Product: CN1N=C(C=C1)NC(=O)C1=CC2=C(CC(O2)(C)C)C(=C1)OC1=C(C=C(C=C1)C#N)F (4-(4-Cyano-2-fluoro-phenoxy)-2,2-dimethyl-2,3-dihydro-benzofuran-6-carbo-xylic acid (1-methyl-1H-pyrazol-3-yl)-amide), oil. Yield: 20.0%. As a reaction SMILES: COC(C1C=C(OC2C=CC(S(C)(=O)=O)=CC=2)C=C2OC(C)CC=12)=O.[F:26][C:27]1[CH:28]=[C:29]([CH:32]=[CH:33][C:34]=1F)[C:30]#[N:31].[CH3:36][N:37]1[CH:41]=[CH:40][C:39]([NH:42][C:43]([C:45]2[CH:55]=[C:54]([OH:56])[C:48]3[CH2:49][C:50]([CH3:53])([CH3:52])[O:51][C:47]=3[CH:46]=2)=[O:44])=[N:38]1>>[CH3:36][N:37]1[CH:41]=[CH:40][C:39]([NH:42][C:43]([C:45]2[CH:55]=[C:54]([O:56][C:34]3[CH:33]=[CH:32][C:29]([C:30]#[N:31])=[CH:28][C:27]=3[F:26])[C:48]3[CH2:49][C:50]([CH3:53])([CH3:52])[O:51][C:47]=3[CH:46]=2)=[O:44])=[N:38]1. Reported procedure: The title compound was prepared in a similar manner as described for Intermediate 1f, from 3,4-difluorobenzonitrile (11 mg, 0.080 mmol) and 4-hydroxy-2,2-dimethyl-2,3-dihydro-benzofuran-6-carboxylic acid (1-methyl-1H-pyrazol-3-yl)-amide (31a) (23 mg, 0.080 mmol) to give a colorless oil (8 mg, 20% yield). 1H NMR (400 MHz, CDCl3) δ 8.49 (s, 1 H) 7.50 (dd, J=10.11, 1.77 Hz, 1 H) 7.42 (d, J=8.59 Hz, 1 H) 7.28 (d, J=2.02 Hz, 1 H) 7.00-7.08 (m, 2 H) 6.95 (s, 1 H) 6.77 (d, J=1.77 Hz, 1 H) 3.78 (s, 3 H)...